This data is from the Open Reaction Database (ORD), a public repository of structured organic reaction records. The task is: describe an organic reaction: reactants, conditions, products, and yield The reactants are [Cl-].[NH4+] (ammonium chloride), [I-].C[S+](=O)(C)C (trimethylsulfoxonium iodide), C(#N)/C=C/C=1C=C(C(=O)OC)C=CC1 (methyl 3-[(1E)-2-cyanoethenyl]benzoate), [H-].[Na+] (sodium hydride). Solvent: CS(=O)C (dimethyl sulfoxide). Reaction conditions: time 2.5 hour. Product: C(#N)/C(=C/C=1C=C(C(=O)OC)C=CC1)/C (methyl 3-[(1E)-2-cyanoprop-1-en-1-yl]benzoate). Yield: 27.2%. Reaction SMILES: [I-].[CH3:2][S+](C)(C)=O.[H-].[Na+].[C:9](/[CH:11]=[CH:12]/[C:13]1[CH:14]=[C:15]([CH:20]=[CH:21][CH:22]=1)[C:16]([O:18][CH3:19])=[O:17])#[N:10].[Cl-].[NH4+]>CS(C)=O>[C:9](/[C:11](/[CH3:2])=[CH:12]/[C:13]1[CH:14]=[C:15]([CH:20]=[CH:21][CH:22]=1)[C:16]([O:18][CH3:19])=[O:17])#[N:10] |f:0.1,2.3,5.6|. Reported procedure: To a suspension of trimethylsulfoxonium iodide (2.88 g, 13.1 mmol) in dimethyl sulfoxide (10 mL) was added 60% sodium hydride (150 mg, 11.2 mmol), and the mixture was stirred at room temperature for 2.5 hr. To the reaction mixture was added methyl 3-[(1E)-2-cyanoethenyl]benzoate (700 mg, 3.74 mmol), and the mixture was stirred at room temperature for 16 hr. To the reaction mixture was added saturated aqueous ammonium chloride solution (30 mL), and the mixture was extracted with ethyl acetate (30... Starting materials: CC(=O)NCC1CN(c2ccc(-c3ccc(C4=NOC(CO[Si](C)(C)C(C)(C)C)C4)cc3)cc2)C(=O)O1, C1CCOC1, CCCC[N+](CCCC)(CCCC)CCCC, CCOC(C)=O, [F-]. The product is CC(=O)NCC1CN(c2ccc(-c3ccc(C4=NOC(CO)C4)cc3)cc2)C(=O)O1. Reaction SMILES: [C:19]([Si:20]([CH3:21])([CH3:22])[O:24][CH2:25][CH:26]1[CH2:27][C:28]([c:31]2[cH:32][cH:33][c:34](-[c:37]3[cH:38][cH:39][c:40]([N:43]4[C:44](=[O:53])[O:45][CH:46]([CH2:48][NH:49][C:50]([CH3:51])=[O:52])[CH2:47]4)[cH:41][cH:42]3)[cH:35][cH:36]2)=[N:29][O:30]1)([CH3:23])([CH3:54])[CH3:55].[CH2:62]1[O:63][CH2:64][CH2:65][CH2:66]1.[CH3:2][CH2:3][CH2:4][CH2:5][N+:6]([CH2:7][CH2:8][CH2:9][CH3:10])([CH2:11][CH2:12][CH2:13][CH3:14])[CH2:15][CH2:16][CH2:17][CH3:18].[CH3:56][CH2:57][O:58][C:59](=[O:60])[CH3:61].[F-:1]>>[OH:24][CH2:25][CH:26]1[CH2:27][C:28]([c:31]2[cH:32][cH:33][c:34](-[c:37]3[cH:38][cH:39][c:40]([N:43]4[C:44](=[O:53])[O:45][CH:46]([CH2:48][NH:49][C:50]([CH3:51])=[O:52])[CH2:47]4)[cH:41][cH:42]3)[cH:35][cH:36]2)=[N:29][O:30]1.